The task is: describe an organic reaction: reactants, conditions, products, and yield. This data is from the Open Reaction Database (ORD), a public repository of structured organic reaction records. Starting materials: N1C=CC=2C1=NC=C(C2)OC2=C(C(=O)NS(=O)(=O)C1=CC(=C(C=C1)NC1CCC(CC1)=O)[N+](=O)[O-])C=CC(=C2)N2CCN(CC2)CC2=C(CC(CC2)(C)C)C2=CC=C(C=C2)Cl (2-(1H-pyrrolo[2,3-b]pyridin-5-yloxy)-4-(4-((2-(4-chlorophenyl)-4,4-dimethylcyclohex-1-enyl)methyl)piperazin-1-yl)-N-(3-nitro-4-(4-oxocyclohexylamino)phenylsulfonyl)benzamide), C1(CC1)NCCC#N (3-(cyclopropylamino)propanenitrile), C(C)(=O)O (acetic acid), C(#N)[BH3-] (cyanoborohydride). The solvent is O1CCCC1 (tetrahydrofuran). Conditions: time 8 hour. The product is ClC1=CC=C(C=C1)C1=C(CCC(C1)(C)C)CN1CCN(CC1)C1=CC(=C(C(=O)NS(=O)(=O)C2=CC(=C(C=C2)NC2CCC(CC2)N(C2CC2)CCC#N)[N+](=O)[O-])C=C1)OC=1C=C2C(=NC1)NC=C2 (4-(4-{[2-(4-chlorophenyl)-4,4-dimethylcyclohex-1-en-1-yl]methyl}piperazin-1-yl)-N-{[4-({4-[(2-cyanoethyl)(cyclopropyl)amino]cyclohexyl}amino)-3-nitrophenyl]sulfonyl}-2-(1H-pyrrolo[2,3-b]pyridin-5-yloxy)benzamide). Reaction SMILES: [NH:1]1[C:5]2=[N:6][CH:7]=[C:8]([O:10][C:11]3[CH:39]=[C:38]([N:40]4[CH2:45][CH2:44][N:43]([CH2:46][C:47]5[CH2:52][CH2:51][C:50]([CH3:54])([CH3:53])[CH2:49][C:48]=5[C:55]5[CH:60]=[CH:59][C:58]([Cl:61])=[CH:57][CH:56]=5)[CH2:42][CH2:41]4)[CH:37]=[CH:36][C:12]=3[C:13]([NH:15][S:16]([C:19]3[CH:24]=[CH:23][C:22]([NH:25][CH:26]4[CH2:31][CH2:30][C:29](=O)[CH2:28][CH2:27]4)=[C:21]([N+:33]([O-:35])=[O:34])[CH:20]=3)(=[O:18])=[O:17])=[O:14])[CH:9]=[C:4]2[CH:3]=[CH:2]1.[CH:62]1([NH:65][CH2:66][CH2:67][C:68]#[N:69])[CH2:64][CH2:63]1.C(O)(=O)C.C([BH3-])#N>O1CCCC1>[Cl:61][C:58]1[CH:59]=[CH:60][C:55]([C:48]2[CH2:49][C:50]([CH3:53])([CH3:54])[CH2:51][CH2:52][C:47]=2[CH2:46][N:43]2[CH2:44][CH2:45][N:40]([C:38]3[CH:37]=[CH:36][C:12]([C:13]([NH:15][S:16]([C:19]4[CH:24]=[CH:23][C:22]([NH:25][CH:26]5[CH2:31][CH2:30][CH:29]([N:65]([CH2:66][CH2:67][C:68]#[N:69])[CH:62]6[CH2:64][CH2:63]6)[CH2:28][CH2:27]5)=[C:21]([N+:33]([O-:35])=[O:34])[CH:20]=4)(=[O:18])=[O:17])=[O:14])=[C:11]([O:10][C:8]4[CH:9]=[C:4]5[CH:3]=[CH:2][NH:1][C:5]5=[N:6][CH:7]=4)[CH:39]=3)[CH2:41][CH2:42]2)=[CH:56][CH:57]=1. Procedure: To a solution of EXAMPLE 340C (240 mg) and 3-(cyclopropylamino)propanenitrile (62 mg) in tetrahydrofuran (10 mL) was added acetic acid (2 mL) and MP-cyanoborohydride (300 mg, 2.15 mmol/g). The mixture was stirred overnight. The mixture was filtered and concentrated under vacuum and the residue was dissolved in dimethylsulfoxide/methanol (1:1, 10 mL) and loaded on Gilson, C18(100A) 250×121.2 mm (10 micron), with 30% acetonitrile to 65% acetonitrile over 40 minutes. 1H NMR (300 MHz, dimethylsulfox...